Dataset: the Open Reaction Database (ORD), a public repository of structured organic reaction records. Task: describe an organic reaction: reactants, conditions, products, and yield Starting materials: Cl.N1CCC(CC1)N1N=CC(=C1)C1=CC2=C(N(C=N2)C=2C=C(C=CC2)NC(=O)NCC(F)(F)F)C=C1 (N-{3-[5-(1-piperidin-4-yl-1H-pyrazol-4-yl)-1H-benzimidazol-1-yl]phenyl}-N′-(2,2,2-trifluoroethyl)urea HCl salt), C1(CC1)CC(=O)O (cyclopropylacetic acid). Yields the product C1(CC1)CC(=O)N1CCC(CC1)N1N=CC(=C1)C1=CC2=C(N(C=N2)C=2C=C(C=CC2)NC(=O)NCC(F)(F)F)C=C1 (N-[3-(5-{1-[1-(Cyclopropylacetyl)piperidin-4-yl]-1H-pyrazol-4-yl}-1H-benzimidazol-1-yl)phenyl]-N′-(2,2,2-trifluoroethyl)urea). Reaction SMILES: Cl.[NH:2]1[CH2:7][CH2:6][CH:5]([N:8]2[CH:12]=[C:11]([C:13]3[CH:36]=[CH:35][C:16]4[N:17]([C:20]5[CH:21]=[C:22]([NH:26][C:27]([NH:29][CH2:30][C:31]([F:34])([F:33])[F:32])=[O:28])[CH:23]=[CH:24][CH:25]=5)[CH:18]=[N:19][C:15]=4[CH:14]=3)[CH:10]=[N:9]2)[CH2:4][CH2:3]1.[CH:37]1([CH2:40][C:41](O)=[O:42])[CH2:39][CH2:38]1>>[CH:37]1([CH2:40][C:41]([N:2]2[CH2:3][CH2:4][CH:5]([N:8]3[CH:12]=[C:11]([C:13]4[CH:36]=[CH:35][C:16]5[N:17]([C:20]6[CH:21]=[C:22]([NH:26][C:27]([NH:29][CH2:30][C:31]([F:33])([F:32])[F:34])=[O:28])[CH:23]=[CH:24][CH:25]=6)[CH:18]=[N:19][C:15]=5[CH:14]=4)[CH:10]=[N:9]3)[CH2:6][CH2:7]2)=[O:42])[CH2:39][CH2:38]1 |f:0.1|. Procedure details: This compound was prepared by using procedures analogous to those described for the synthesis of Example 1 (Step 6) starting from N-{3-[5-(1-piperidin-4-yl-1H-pyrazol-4-yl)-1H-benzimidazol-1-yl]phenyl}-N′-(2,2,2-trifluoroethyl)urea HCl salt and cyclopropylacetic acid, (Alfa aesar, Cat. No. L09416), LCMS (M+H)+: m/z=566.2.